From a dataset of the Open Reaction Database (ORD), a public repository of structured organic reaction records. describe an organic reaction: reactants, conditions, products, and yield The reactants are CCO, CCOC(=O)C(=NOC)C1(CCl)OCCO1, [Na+], [OH-]. Yields the product CON=C(C(=O)O)C1(CCl)OCCO1. Reaction SMILES: [CH3:19][CH2:20][OH:21].[CH3:1][O:2][N:3]=[C:4]([C:5](=[O:6])[O:7][CH2:8][CH3:9])[C:10]1([CH2:11][Cl:12])[O:13][CH2:14][CH2:15][O:16]1.[Na+:18].[OH-:17]>>[CH3:1][O:2][N:3]=[C:4]([C:5](=[O:6])[OH:7])[C:10]1([CH2:11][Cl:12])[O:13][CH2:14][CH2:15][O:16]1. The reactants are BrC1=C(N(C2=C1C=NC=C2)CCCS(=O)(=O)C)CN2C(N(C1=C2C=NC=C1)C1CC1)=O (3-((3-bromo-1-(3-(methylsulfonyl)propyl)-1H-pyrrolo[3,2-c]pyridin-2-yl)methyl)-1-cyclopropyl-1H-imidazo[4,5-c]pyridin-2(3H)-one), ClC1=CC=C2C(=N1)C=C(N2CCCCF)CO ((5-chloro-1-(4-fluorobutyl)-1H-pyrrolo[3,2-b]pyridin-2-yl)methanol). Product: ClC1=CC=C2C(=N1)C=C(N2CCCCF)CN2C(N(C1=C2C=NC=C1)C1CC1)=O (3-((5-chloro-1-(4-fluorobutyl)-1H-pyrrolo[3,2-b]pyridin-2-yl)methyl)-1-cyclopropyl-1H-imidazo[4,5-c]pyridin-2(3H)-one). As a reaction SMILES: BrC1C2C=NC=CC=2N(CCCS(C)(=O)=O)C=1C[N:19]1[C:23]2[CH:24]=[N:25][CH:26]=[CH:27][C:22]=2[N:21]([CH:28]2[CH2:30][CH2:29]2)[C:20]1=[O:31].[Cl:32][C:33]1[N:38]=[C:37]2[CH:39]=[C:40]([CH2:47]O)[N:41]([CH2:42][CH2:43][CH2:44][CH2:45][F:46])[C:36]2=[CH:35][CH:34]=1>>[Cl:32][C:33]1[N:38]=[C:37]2[CH:39]=[C:40]([CH2:47][N:19]3[C:23]4[CH:24]=[N:25][CH:26]=[CH:27][C:22]=4[N:21]([CH:28]4[CH2:29][CH2:30]4)[C:20]3=[O:31])[N:41]([CH2:42][CH2:43][CH2:44][CH2:45][F:46])[C:36]2=[CH:35][CH:34]=1. Procedure: 3-((5-chloro-1-(4-fluorobutyl)-1H-pyrrolo[3,2-b]pyridin-2-yl)methyl)-1-cyclopropyl-1H-imidazo[4,5-c]pyridin-2(3H)-one P42 was synthesized following the procedure reported for the synthesis of 3-((3-bromo-1-(3-(methylsulfonyl)propyl)-1H-pyrrolo[3,2-c]pyridin-2-yl)methyl)-1-cyclopropyl-1H-imidazo[4,5-c]pyridin-2(3H)-one P17, using (5-chloro-1-(4-fluorobutyl)-1H-pyrrolo[3,2-b]pyridin-2-yl)methanol 11 instead of (3-bromo-1-(3-(methylsulfonyl)propyl)-1H-pyrrolo[3,2-c]pyridin-2-yl)methanol 12. 1H NMR ... Yield: 59.2%. Yields the product C(CCCCC(=O)O)(=O)O (adipic acid). Procedure details: A solution is formed by mixing 60.0 grams of trimellitic acid anhydride and 135.0 grams of p,p'diphenyl methane diisocyanate and 110.0 grams of Anisole and 4.8 grams of phenol by heating the mixture. At approximately 170°C. a clear, homogeneous solution is obtained. Once clarity is obtained 27.0 grams of adipic acid are added slowly. The temperature of the mixture is raised to approximately 170°C. and slow reflux is maintained. After approximately 120 minutes, a yellow viscous resin is obtained ... RXN SMILES: C1[C:6]([C:7]([OH:9])=[O:8])=[CH:5][C:4]2C([O:12][C:13](=[O:14])[C:3]=2C=1)=O.C1(OC)C=CC=CC=1.C1(O)C=CC=CC=1>>[C:13]([OH:14])(=[O:12])[CH2:3][CH2:4][CH2:5][CH2:6][C:7]([OH:9])=[O:8]. The reactants are C1=CC2=C(C=C1C(=O)O)C(=O)OC2=O (trimellitic acid anhydride), p,p'diphenyl methane diisocyanate, C1(=CC=CC=C1)OC (Anisole), C1(=CC=CC=C1)O (phenol). Isolated yield 67.4%. Solvent: COCCOC (DME), O (water). Reaction SMILES: Br[C:2]1[CH:9]=[CH:8][C:5]([C:6]#[N:7])=[CH:4][C:3]=1[CH3:10].B([C:14]1[CH:22]=[CH:21][C:17]([C:18]([OH:20])=[O:19])=[CH:16][CH:15]=1)(O)O.C(=O)([O-])[O-].[Na+].[Na+]>COCCOC.O.C1C=CC([P]([Pd]([P](C2C=CC=CC=2)(C2C=CC=CC=2)C2C=CC=CC=2)([P](C2C=CC=CC=2)(C2C=CC=CC=2)C2C=CC=CC=2)[P](C2C=CC=CC=2)(C2C=CC=CC=2)C2C=CC=CC=2)(C2C=CC=CC=2)C2C=CC=CC=2)=CC=1>[C:6]([C:5]1[CH:8]=[CH:9][C:2]([C:14]2[CH:22]=[CH:21][C:17]([C:18]([OH:20])=[O:19])=[CH:16][CH:15]=2)=[C:3]([CH3:10])[CH:4]=1)#[N:7] |f:2.3.4,^1:39,41,60,79|. Reagents/catalysts: C=1C=CC(=CC1)[P](C=2C=CC=CC2)(C=3C=CC=CC3)[Pd]([P](C=4C=CC=CC4)(C=5C=CC=CC5)C=6C=CC=CC6)([P](C=7C=CC=CC7)(C=8C=CC=CC8)C=9C=CC=CC9)[P](C=1C=CC=CC1)(C=1C=CC=CC1)C=1C=CC=CC1 (tetrakistriphenylphosphinepalladium). Yields the product C(#N)C1=CC(=C(C=C1)C1=CC=C(C=C1)C(=O)O)C (4'-Cyano-2'-methylbiphenyl-4-carboxylic acid). Reactants: BrC1=C(C=C(C#N)C=C1)C (4-bromo-3-methylbenzonitrile), B(O)(O)C1=CC=C(C(=O)O)C=C1 (4-boronobenzoic acid), C([O-])([O-])=O.[Na+].[Na+] (sodium carbonate). Procedure: A stirred solution of 4-bromo-3-methylbenzonitrile (5.0 g, 0.026 mole) and 4-boronobenzoic acid (4.2 g, 0.026 mole) in a mixture of DME (100 ml) and water (100 ml) under argon was treated with sodium carbonate (11.6 g, 0.11 mole) and tetrakis (triphenylphosphine) palladium (O) (0.55 g) and heated under reflux for 20 h. The solution was concentrated in vacuo to approx. 100 ml volume, then washed with ethyl acetate and acidified with 5M HCl acid. The solid which was produced was filtered off, wash... Reactants: C#CCNC(=O)N1CCOCC1, CCOC(C)=O, CC(C)NC(C)C, Nc1c(Cl)cc(I)c2c1OCO2, [Cu]I, Cl[Pd]Cl, c1ccc(P(c2ccccc2)c2ccccc2)cc1, c1ccc(P(c2ccccc2)c2ccccc2)cc1. The product is Nc1c(Cl)cc(C#CCNC(=O)N2CCOCC2)c2c1OCO2. Reaction SMILES: [CH2:13]([C:14]#[CH:15])[NH:16][C:17](=[O:18])[N:19]1[CH2:20][CH2:21][O:22][CH2:23][CH2:24]1.[CH3:32][CH2:33][O:34][C:35](=[O:36])[CH3:37].[CH:25]([NH:26][CH:27]([CH3:28])[CH3:29])([CH3:30])[CH3:31].[Cl:1][c:2]1[c:3]([NH2:12])[c:4]2[c:5]([c:9]([I:11])[cH:10]1)[O:6][CH2:7][O:8]2.[Cu:79][I:80].[Pd:38]([Cl:39])[Cl:40].[c:41]1([P:42]([c:43]2[cH:44][cH:45][cH:46][cH:47][cH:48]2)[c:49]2[cH:50][cH:51][cH:52][cH:53][cH:54]2)[cH:55][cH:56][cH:57][cH:58][cH:59]1.[c:60]1([P:61]([c:62]2[cH:63][cH:64][cH:65][cH:66][cH:67]2)[c:68]2[cH:69][cH:70][cH:71][cH:72][cH:73]2)[cH:74][cH:75][cH:76][cH:77][cH:78]1>>[Cl:1][c:2]1[c:3]([NH2:12])[c:4]2[c:5]([c:9]([C:15]#[C:14][CH2:13][NH:16][C:17](=[O:18])[N:19]3[CH2:20][CH2:21][O:22][CH2:23][CH2:24]3)[cH:10]1)[O:6][CH2:7][O:8]2. RXN SMILES: [CH3:1][Si:2]([O:3][CH2:4][CH2:5][CH2:6][CH2:7][CH2:8][CH2:9][CH2:10][CH2:11][CH2:12][CH2:13][CH2:14][CH:15]1[CH:16]2[CH:17]3[CH2:18][CH2:19][C:20](=[O:34])[C:21]3([CH3:22])[CH2:23][CH2:24][CH:25]2[CH:26]2[CH2:27][CH2:28][C:29](=[O:33])[CH:30]=[C:31]2[CH2:32]1)([CH3:35])[C:36]([CH3:37])([CH3:38])[CH3:39].[CH3:40][C:41](=[O:42])[OH:43].[O:45]1[CH2:46][CH2:47][CH2:48][CH2:49]1.[OH2:44]>>[OH:3][CH2:4][CH2:5][CH2:6][CH2:7][CH2:8][CH2:9][CH2:10][CH2:11][CH2:12][CH2:13][CH2:14][CH:15]1[CH:16]2[CH:17]3[CH2:18][CH2:19][C:20](=[O:34])[C:21]3([CH3:22])[CH2:23][CH2:24][CH:25]2[CH:26]2[CH2:27][CH2:28][C:29](=[O:33])[CH:30]=[C:31]2[CH2:32]1. The product is CC12CCC3C4CCC(=O)C=C4CC(CCCCCCCCCCCO)C3C1CCC2=O. The reactants are CC12CCC3C4CCC(=O)C=C4CC(CCCCCCCCCCCO[Si](C)(C)C(C)(C)C)C3C1CCC2=O, CC(=O)O, C1CCOC1, O. Starting materials: CI (methyl iodide), ClC=1C=C(C=CC1)C1=C(C(=CC=C1OC)CC=1C=CC(=NC1)CN1C(NCC1)=O)F (1-[5-(3′-Chloro-2-fluoro-6-methoxy-biphenyl-3-ylmethyl)-pyridin-2-ylmethyl]-imidazolidin-2-one), C1CCOC1 (THF), [H-].[Na+] (Sodium hydride). Run in O (water). Run at temperature 0 celsius, time 30 minute. Product: ClC=1C=C(C=CC1)C1=C(C(=CC=C1OC)CC=1C=CC(=NC1)CN1C(N(CC1)C)=O)F (1-[5-(3′-Chloro-2-fluoro-6-methoxy-biphenyl-3-ylmethyl)-pyridin-2-ylmethyl]-3-methyl-imidazolidin-2-one). RXN SMILES: [Cl:1][C:2]1[CH:3]=[C:4]([C:8]2[C:13]([O:14][CH3:15])=[CH:12][CH:11]=[C:10]([CH2:16][C:17]3[CH:18]=[CH:19][C:20]([CH2:23][N:24]4[CH2:28][CH2:27][NH:26][C:25]4=[O:29])=[N:21][CH:22]=3)[C:9]=2[F:30])[CH:5]=[CH:6][CH:7]=1.[CH2:31]1COCC1.[H-].[Na+].CI>O>[Cl:1][C:2]1[CH:3]=[C:4]([C:8]2[C:13]([O:14][CH3:15])=[CH:12][CH:11]=[C:10]([CH2:16][C:17]3[CH:18]=[CH:19][C:20]([CH2:23][N:24]4[CH2:28][CH2:27][N:26]([CH3:31])[C:25]4=[O:29])=[N:21][CH:22]=3)[C:9]=2[F:30])[CH:5]=[CH:6][CH:7]=1 |f:2.3|. Procedure details: Into an 8 mL vial was added P-374 (21 mg, 0.05 mmol), THF (1 mL) and the solution was cooled to 0° C. Sodium hydride (3 mg, 0.076 mmol) was added and after 15 minutes at room temperature, methyl iodide (6 uL, 0.101 mmoL) was added. The reaction was stirred for 30 minutes at room temperature and then 1 mL of water was added. The THF was evaporated and the product was extracted with ethyl acetate and concentrated. The residue was passed through a silica gel plug eluting with methanol, which afford...